From a dataset of the Open Reaction Database (ORD), a public repository of structured organic reaction records. describe an organic reaction: reactants, conditions, products, and yield Run in C1CCOC1 (THF). Reaction SMILES: [C:1]([N:8]1[CH:12]=[CH:11]N=[CH:9]1)([N:3]1[CH:7]=[CH:6]N=C1)=[O:2].CN[CH2:15][C:16]1C=CC=C[C:17]=1N>C1COCC1>[CH3:9][N:8]1[CH2:12][C:11]2[C:7](=[CH:6][CH:15]=[CH:16][CH:17]=2)[NH:3][C:1]1=[O:2]. Starting materials: C(=O)(N1C=NC=C1)N1C=NC=C1 (1,1'-Carbonyl-diimidazole), CNCC1=C(N)C=CC=C1 (2-(methylaminomethyl)-aniline). Procedure details: 1,1'-Carbonyl-diimidazole (16.7 g) is added to a solution of 2-(methylaminomethyl)-aniline (11.2 g) in anhydrous THF (30 ml) under nitrogen. The reaction mixture is refluxed for about 24 hours, stirred for 48 hours at RT and filtered. The filtered precipitate is suspended in 2N HCl for about 40 minutes, filtered, and the filtered solid washed with water and air dried, affording the desired product, M.P. 202°-206.5° C., used in the next step without further purification. Conditions: time 48 hour. Product: CN1C(NC2=CC=CC=C2C1)=O (3,4-Dihydro-3-methyl-2(1H)-quinazolinone). The reactants are Cc1cc(Nc2nc(Nc3ccc(C4CCNCC4)c4ccccc34)ncc2Cl)n[nH]1, FC(F)(F)C1CO1, CN(C)C=O. Yields the product Cc1cc(Nc2nc(Nc3ccc(C4CCN(CC(O)C(F)(F)F)CC4)c4ccccc34)ncc2Cl)n[nH]1. RXN SMILES: [Cl:1][c:2]1[c:3]([NH:25][c:26]2[n:27][nH:28][c:29]([CH3:31])[cH:30]2)[n:4][c:5]([NH:8][c:9]2[cH:10][cH:11][c:12]([CH:19]3[CH2:20][CH2:21][NH:22][CH2:23][CH2:24]3)[c:13]3[cH:14][cH:15][cH:16][cH:17][c:18]23)[n:6][cH:7]1.[F:32][C:33]([CH:34]1[O:35][CH2:36]1)([F:37])[F:38].[O:39]=[CH:40][N:41]([CH3:42])[CH3:43]>>[Cl:1][c:2]1[c:3]([NH:25][c:26]2[n:27][nH:28][c:29]([CH3:31])[cH:30]2)[n:4][c:5]([NH:8][c:9]2[cH:10][cH:11][c:12]([CH:19]3[CH2:20][CH2:21][N:22]([CH2:36][CH:34]([C:33]([F:32])([F:37])[F:38])[OH:35])[CH2:23][CH2:24]3)[c:13]3[cH:14][cH:15][cH:16][cH:17][c:18]23)[n:6][cH:7]1. Starting materials: CC=1C=CC(=NC1)C#N (5-methyl-2-cyanopyridine), C[Al](C)C (trimethylaluminum), Cl.CS(=O)(=O)C1=CC=C(N)C=C1 (4-(methylsulfonyl)aniline hydrochloride). Run in C1(=CC=CC=C1)C (toluene), C1(=CC=CC=C1)C (toluene), C(Cl)(Cl)Cl (chloroform). Run at time 2 hour. Product: CC=1C=CC(=NC1)C(NC1=CC=C(C=C1)S(=O)(=O)C)=N (5-methyl-N-[4-(methylsulfonyl)phenyl]-2-pyridinecarboximidamide). As a reaction SMILES: Cl.[CH3:2][S:3]([C:6]1[CH:12]=[CH:11][C:9]([NH2:10])=[CH:8][CH:7]=1)(=[O:5])=[O:4].C[Al](C)C.[CH3:17][C:18]1[CH:19]=[CH:20][C:21]([C:24]#[N:25])=[N:22][CH:23]=1>C1(C)C=CC=CC=1.C(Cl)(Cl)Cl>[CH3:17][C:18]1[CH:19]=[CH:20][C:21]([C:24](=[NH:25])[NH:10][C:9]2[CH:11]=[CH:12][C:6]([S:3]([CH3:2])(=[O:4])=[O:5])=[CH:7][CH:8]=2)=[N:22][CH:23]=1 |f:0.1|. Procedure: To a suspension of 4-(methylsulfonyl)aniline hydrochloride (10 mmol) in toluene (60 ml) at 0° C., trimethylaluminum (2M solution in toluene, 10 ml, 20 mmol) is added over 10 minutes. The reaction mixture is allowed to warm to room temperature and stirred for 2 hours. A solution of 5-methyl-2-cyanopyridine (20 mmol) in toluene (100 ml) is added over 10 minutes and the mixture is heated to 85°-90° C. After 24 hours, the reaction mixture is cooled to room temperature and poured over a slurry of sil... Reactants: COC(=O)C(CNC(=O)N1CCC2(CC1)C(=O)N(C)CN2c1ccccc1)NCc1c(Cl)cccc1Cl, Cl, [Li+], C1CCOC1, [OH-]. Product: CN1CN(c2ccccc2)C2(CCN(C(=O)NCC(NCc3c(Cl)cccc3Cl)C(=O)O)CC2)C1=O. RXN SMILES: [CH3:1][O:2][C:3]([CH:4]([CH2:5][NH:6][C:7](=[O:8])[N:9]1[CH2:10][CH2:11][C:12]2([C:13](=[O:24])[N:14]([CH3:23])[CH2:15][N:16]2[c:17]2[cH:18][cH:19][cH:20][cH:21][cH:22]2)[CH2:25][CH2:26]1)[NH:27][CH2:28][c:29]1[c:30]([Cl:36])[cH:31][cH:32][cH:33][c:34]1[Cl:35])=[O:37].[ClH:38].[Li+:44].[O:39]1[CH2:40][CH2:41][CH2:42][CH2:43]1.[OH-:45]>>[O:2]=[C:3]([CH:4]([CH2:5][NH:6][C:7](=[O:8])[N:9]1[CH2:10][CH2:11][C:12]2([C:13](=[O:24])[N:14]([CH3:23])[CH2:15][N:16]2[c:17]2[cH:18][cH:19][cH:20][cH:21][cH:22]2)[CH2:25][CH2:26]1)[NH:27][CH2:28][c:29]1[c:30]([Cl:36])[cH:31][cH:32][cH:33][c:34]1[Cl:35])[OH:37]. Reactants: [H-].[Na+] (sodium hydride), ClCC1CN(CC1)CC1=CC=CC=C1 (3-(chloromethyl)-1-(phenylmethyl)pyrrolidine), 43.5, CC(=C)N1C(NC2=C1C=CC=C2)=O (1,3-dihydro-1-(1-methylethenyl)-2H-benzimidazol-2-one). Run in CN(C=O)C (N,N-dimethylformamide). Run at temperature 110 celsius, time 1 hour. Yields the product 40, C1(=CC=CC=C1)CN1CC(CC1)CN1C(NC2=C1C=CC=C2)=O (1,3-dihydro-1-[1-(phenylmethyl)-3-pyrrolidinylmethyl]-2H-benzimidazol-2-one). Isolated yield 53.0%. RXN SMILES: C[C:2]([N:4]1[C:8]2[CH:9]=[CH:10][CH:11]=[CH:12][C:7]=2[NH:6][C:5]1=[O:13])=[CH2:3].[H-].[Na+].ClC[CH:18]1C[CH2:21][N:20]([CH2:23][C:24]2[CH:29]=[CH:28][CH:27]=[CH:26][CH:25]=2)[CH2:19]1>CN(C)C=O>[C:24]1([CH2:23][N:20]2[CH2:19][CH2:18][CH:3]([CH2:2][N:4]3[C:8]4[CH:9]=[CH:10][CH:11]=[CH:12][C:7]=4[NH:6][C:5]3=[O:13])[CH2:21]2)[CH:29]=[CH:28][CH:27]=[CH:26][CH:25]=1 |f:1.2|. Procedure details: To a stirred mixture of 43.5 parts of 1,3-dihydro-1-(1-methylethenyl)-2H-benzimidazol-2-one and 270 parts of N,N-dimethylformamide are added portionwise 10 parts of sodium hydride dispersion 60%. After stirring for 1 hour at about 40°-50° C., there are added 53 parts of 3-(chloromethyl)-1-(phenylmethyl)pyrrolidine and the whole is stirred and heated overnight at about 110° C. The reaction mixture is cooled and poured onto water. The product is extracted with 4-methyl-2-pentanone. The extract is ... The reactants are COCC(O)COC1CN(C(=O)OC(C)(C)C)CC(OCc2cc(OC)c3ccccc3c2)C1c1ccc(OCCCOCc2cc(F)ccc2OC)cc1, CO, Cl. Product: COCC(O)COC1CNCC(OCc2cc(OC)c3ccccc3c2)C1c1ccc(OCCCOCc2cc(F)ccc2OC)cc1. RXN SMILES: [C:1]([O:2][C:3](=[O:4])[N:8]1[CH2:9][CH:10]([O:49][CH2:50][CH:51]([CH2:52][O:53][CH3:54])[OH:55])[CH:11]([c:28]2[cH:29][cH:30][c:31]([O:34][CH2:35][CH2:36][CH2:37][O:38][CH2:39][c:40]3[c:41]([O:47][CH3:48])[cH:42][cH:43][c:44]([F:46])[cH:45]3)[cH:32][cH:33]2)[CH:12]([O:14][CH2:15][c:16]2[cH:17][c:18]3[cH:19][cH:20][cH:21][cH:22][c:23]3[c:24]([O:26][CH3:27])[cH:25]2)[CH2:13]1)([CH3:5])([CH3:6])[CH3:7].[CH3:57][OH:58].[ClH:56]>>[NH:8]1[CH2:9][CH:10]([O:49][CH2:50][CH:51]([CH2:52][O:53][CH3:54])[OH:55])[CH:11]([c:28]2[cH:29][cH:30][c:31]([O:34][CH2:35][CH2:36][CH2:37][O:38][CH2:39][c:40]3[c:41]([O:47][CH3:48])[cH:42][cH:43][c:44]([F:46])[cH:45]3)[cH:32][cH:33]2)[CH:12]([O:14][CH2:15][c:16]2[cH:17][c:18]3[cH:19][cH:20][cH:21][cH:22][c:23]3[c:24]([O:26][CH3:27])[cH:25]2)[CH2:13]1. Procedure: 3-(3-Aminopropoxy)-N,N-dimethylbenzenemethanamine (2 g) and 3,5-dimethylpyrazole-1-carboxamidine nitrate (2.1 g) were heated at reflux in ethanol for 16 hr. The solvent was removed and the residue was washed with boiling ethyl acetate before it was crystallised from ethanol to give the title compound as a white solid (1 g) m.p. 123°-4°. Isolated yield 50.9%. As a reaction SMILES: [NH2:1][CH2:2][CH2:3][CH2:4][O:5][C:6]1[CH:7]=[C:8]([CH2:12][N:13]([CH3:15])[CH3:14])[CH:9]=[CH:10][CH:11]=1.[N+:16]([O-:19])([OH:18])=[O:17].CC1C=C(C)[N:23]([C:27](N)=[NH:28])N=1>C(O)C>[N+:16]([O-:19])([OH:18])=[O:17].[N+:16]([O-:19])([OH:18])=[O:17].[CH3:15][N:13]([CH2:12][C:8]1[CH:7]=[C:6]([CH:11]=[CH:10][CH:9]=1)[O:5][CH2:4][CH2:3][CH2:2][NH:1][C:27]([NH2:28])=[NH:23])[CH3:14] |f:1.2,4.5.6|. Reactants: NCCCOC=1C=C(C=CC1)CN(C)C (3-(3-Aminopropoxy)-N,N-dimethylbenzenemethanamine), [N+](=O)(O)[O-].CC1=NN(C(=C1)C)C(=N)N (3,5-dimethylpyrazole-1-carboxamidine nitrate). The product is [N+](=O)(O)[O-].[N+](=O)(O)[O-].CN(C)CC=1C=C(OCCCNC(=N)N)C=CC1 (N-[3-[3-(N,N-Dimethylaminomethyl)phenoxy]propyl]guanidine dinitrate). Run in C(C)O (ethanol). Starting materials: Intermediate 220, FC(C(=O)O)(F)F.C[C@@H](CCC)OC=1NC(=C2N=C(N=C2N1)OC)N (2-{[(1S)-1-methylbutyl]oxy}-8-(methyloxy)-1H-purin-6-amine trifluoroacetate), BrCCCCC1COCC1 (3-(4-bromobutyl)tetrahydrofuran). Yields the product C[C@@H](CCC)OC1=NC(=C2N=C(N(C2=N1)CCCCC1COCC1)OC)N (2-{[(1S)-1-Methylbutyl]oxy}-8-(methyloxy)-9-[4-(tetrahydro-3-furanyl)butyl]-9H-purin-6-amine). RXN SMILES: FC(F)(F)C(O)=O.[CH3:8][C@H:9]([O:13][C:14]1[NH:15][C:16]([NH2:25])=[C:17]2[C:21]([N:22]=1)=[N:20][C:19]([O:23][CH3:24])=[N:18]2)[CH2:10][CH2:11][CH3:12].Br[CH2:27][CH2:28][CH2:29][CH2:30][CH:31]1[CH2:35][CH2:34][O:33][CH2:32]1>>[CH3:8][C@H:9]([O:13][C:14]1[N:22]=[C:21]2[C:17]([N:18]=[C:19]([O:23][CH3:24])[N:20]2[CH2:27][CH2:28][CH2:29][CH2:30][CH:31]2[CH2:35][CH2:34][O:33][CH2:32]2)=[C:16]([NH2:25])[N:15]=1)[CH2:10][CH2:11][CH3:12] |f:0.1|. Procedure details: Prepared similarly to Intermediate 220 from 2-{[(1S)-1-methylbutyl]oxy}-8-(methyloxy)-1H-purin-6-amine trifluoroacetate and 3-(4-bromobutyl)tetrahydrofuran.